Dataset: the Open Reaction Database (ORD), a public repository of structured organic reaction records. Task: describe an organic reaction: reactants, conditions, products, and yield Starting materials: ClC1=CC=C(C=C1)CC(=O)N(C1CCN(CC1)C(C)C)C1=CC=C(C=C1)Cl (4-chloro-N-(4-chlorophenyl)-N-[1-(1-methylethyl)-4-piperidinyl]benzeneacetamide), CC(C)O (2-propanol), Cl (hydrogen chloride). Run in 60, O(CC)CC (1,1'-oxybisethane), CC(C)=O (2-propanone). Product: Cl.ClC1=CC=C(C=C1)CC(=O)N(C1CCN(CC1)C(C)C)C1=CC=C(C=C1)Cl (4-chloro-N-(4-chlorophenyl)N-[1-(1-methylethyl)-4-piperidinyl]benzeneacetamide hydrochloride). Reaction SMILES: [Cl:1][C:2]1[CH:7]=[CH:6][C:5]([CH2:8][C:9]([N:11]([C:21]2[CH:26]=[CH:25][C:24]([Cl:27])=[CH:23][CH:22]=2)[CH:12]2[CH2:17][CH2:16][N:15]([CH:18]([CH3:20])[CH3:19])[CH2:14][CH2:13]2)=[O:10])=[CH:4][CH:3]=1.CC(O)C.Cl>O(CC)CC.CC(=O)C>[ClH:1].[Cl:1][C:2]1[CH:3]=[CH:4][C:5]([CH2:8][C:9]([N:11]([C:21]2[CH:22]=[CH:23][C:24]([Cl:27])=[CH:25][CH:26]=2)[CH:12]2[CH2:17][CH2:16][N:15]([CH:18]([CH3:20])[CH3:19])[CH2:14][CH2:13]2)=[O:10])=[CH:6][CH:7]=1 |f:5.6|. Procedure: 5 Parts of 4-chloro-N-(4-chlorophenyl)-N-[1-(1-methylethyl)-4-piperidinyl]benzeneacetamide are dissolved in a mixture of 60 parts of 1,1'-oxybisethane and 16 parts of 2-propanone. The resulting solution is acidified with an excess of 2-propanol previously saturated with gaseous hydrogen chloride. The precipitated salt is filtered off and dried, yielding 7.5 parts of 4-chloro-N-(4-chlorophenyl)N-[1-(1-methylethyl)-4-piperidinyl]benzeneacetamide hydrochloride; mp. 266.6° C. Reactants: [H-].[H-].[H-].[H-].[Li+].[Al+3] (LAH), C(C)C1=CC=C(C=C1)C1=C(SC(=C1)F)COC1=C(C=C(C=C1F)CCC(=O)OCC)F (ethyl 3-(4-((3-(4-ethylphenyl)-5-fluorothiophen-2-yl)methoxy)-3,5-difluoro phenyl)propanoate). Product: C(C)C1=CC=C(C=C1)C1=C(SC(=C1)F)COC1=C(C=C(C=C1F)CCCO)F (3-(4-[[3-(4-ethylphenyl)-5-fluorothiophen-2-yl]methoxy]-3,5-difluorophenyl)propan-1-ol). As a reaction SMILES: [H-].[H-].[H-].[H-].[Li+].[Al+3].[CH2:7]([C:9]1[CH:14]=[CH:13][C:12]([C:15]2[CH:19]=[C:18]([F:20])[S:17][C:16]=2[CH2:21][O:22][C:23]2[C:28]([F:29])=[CH:27][C:26]([CH2:30][CH2:31][C:32](OCC)=[O:33])=[CH:25][C:24]=2[F:37])=[CH:11][CH:10]=1)[CH3:8]>>[CH2:7]([C:9]1[CH:14]=[CH:13][C:12]([C:15]2[CH:19]=[C:18]([F:20])[S:17][C:16]=2[CH2:21][O:22][C:23]2[C:24]([F:37])=[CH:25][C:26]([CH2:30][CH2:31][CH2:32][OH:33])=[CH:27][C:28]=2[F:29])=[CH:11][CH:10]=1)[CH3:8] |f:0.1.2.3.4.5|. Reported procedure: The title compound was prepared according to the procedure described in Example 223 by LAH reduction of ethyl 3-(4-((3-(4-ethylphenyl)-5-fluorothiophen-2-yl)methoxy)-3,5-difluoro phenyl)propanoate to give the desired product as off-white oil. 1HNMR (300 MHz, CD3OD) δ 7.37 (d, J=8.1 Hz, 2H), 7.26 (d, J=8.1 Hz, 2H), 6.81 (t, J=9.3 Hz, 1H), 6.63 (s, 2H), 5.01 (s, 2H), 3.58 (t, J=6.0 Hz, 2H), 2.63-2.74 (m, 4H), 1.77-1.87 (m, 2H), 1.28 (t, J=7.8 Hz, 3H). Mass spectrum (ESI, m/z): Calcd. for C22H21F3O... Starting materials: CN1N=CN=C1CO ((2-methyl-2 H-1,2,4-triazol-3-yl)methanol), CC1(CCC1)C(=O)O (1-methylcyclobutane carboxylic acid), C(C1=CC=CC=C1)(=O)NN (benzoic acid hydrazide), OCC1=NC=CC=C1 (2-hydroxymethylpyridine), ClC=1N=NC(=CC1C)Cl (3,6-dichloro-4-methylpyridazine), ClC=1N=NC(=CC1)Cl (3,6-dichloropyridazine), A-421210. Product: CC=1C=2N(N=C(C1C1(CCC1)C)OCC=1N(N=CN1)C)C(=NN2)C2=CC=CC=C2 (8-Methyl-7-(1-methylcyclobutyl)-6-(2-methyl-2 H-1,2,4-triazol-3-ylmethoxy)-3-phenyl-1,2,4-triazolo[4,3-b]pyridazine). Reaction SMILES: C[C:2]1([C:6](O)=O)[CH2:5][CH2:4][CH2:3]1.Cl[C:10]1[N:11]=[N:12][C:13](Cl)=[CH:14][C:15]=1[CH3:16].ClC1N=NC(Cl)=CC=1.[C:26]([NH:34][NH2:35])(=O)[C:27]1[CH:32]=[CH:31][CH:30]=[CH:29][CH:28]=1.[CH3:36][N:37]1[C:41]([CH2:42][OH:43])=[N:40][CH:39]=[N:38]1.OCC1C=CC=CN=1>>[CH3:16][C:15]1[C:10]2[N:11]([C:26]([C:27]3[CH:32]=[CH:31][CH:30]=[CH:29][CH:28]=3)=[N:34][N:35]=2)[N:12]=[C:13]([O:43][CH2:42][C:41]2[N:37]([CH3:36])[N:38]=[CH:39][N:40]=2)[C:14]=1[C:2]1([CH3:6])[CH2:3][CH2:4][CH2:5]1. Procedure details: The compound was prepared using the procedures described in Example 102, Steps a), b) and c) with 1-methylcyclobutane carboxylic acid (U.S. Pat. No. 4,220,795) and 3,6-dichloro-4-methylpyridazine being used instead of cyclopentane carboxylic acid and 3,6-dichloropyridazine respectively in Step a), and benzoic acid hydrazide being used instead of 2-thiophene carboxylic acid hydrazide in Step b), and (2-methyl-2 H-1,2,4-triazol-3-yl)methanol (prepared using the conditions described in EP-A-421210)... Starting materials: NCC(COC1=C(C=C(C=C1C)C=1OC(=NN1)C=1SC=C(C1C)CC(C)C)C)O (1-amino-3-{4-[5-(4-isobutyl-3-methyl-thiophen-2-yl)-[1,3,4]oxadiazol-2-yl]-2,6-dimethyl phenoxy}-propan-2-ol), C(CO)(=O)O (glycolic acid), CCN(C(C)C)C(C)C (DIPEA), CN(C)C(=[N+](C)C)ON1C2=C(C=CC=C2)N=N1.[B-](F)(F)(F)F (TBTU). Reported procedure: To a solution of crude 1-amino-3-{4-[5-(4-isobutyl-3-methyl-thiophen-2-yl)-[1,3,4]oxadiazol-2-yl]-2,6-dimethyl phenoxy}-propan-2-ol (0.22 mmol) in DMF (1 mL) are added glycolic acid (25 mg), DIPEA (0.1 mL) and finally TBTU (60 mg). The mixture is stirred for 15 h at rt, evaporated and the residue purified by TLC (SiO2, EA) to give 2-hydroxy-N-(2-hydroxy-3-{4-[5-(4-isobutyl-3-methyl-thiophen-2-yl)-[1,3,4]oxadiazol-2-yl]-2,6-dimethyl-phenoxy}-propyl)-acetamide (1.8 mg); LC-MS: tR=0.97 min, [M+1]+=... Product: OCC(=O)NCC(COC1=C(C=C(C=C1C)C=1OC(=NN1)C=1SC=C(C1C)CC(C)C)C)O (2-hydroxy-N-(2-hydroxy-3-{4-[5-(4-isobutyl-3-methyl-thiophen-2-yl)-[1,3,4]oxadiazol-2-yl]-2,6-dimethyl-phenoxy}-propyl)-acetamide). As a reaction SMILES: [NH2:1][CH2:2][CH:3]([OH:29])[CH2:4][O:5][C:6]1[C:11]([CH3:12])=[CH:10][C:9]([C:13]2[O:14][C:15]([C:18]3[S:19][CH:20]=[C:21]([CH2:24][CH:25]([CH3:27])[CH3:26])[C:22]=3[CH3:23])=[N:16][N:17]=2)=[CH:8][C:7]=1[CH3:28].[C:30](O)(=[O:33])[CH2:31][OH:32].CCN(C(C)C)C(C)C.CN(C(ON1N=NC2C=CC=CC1=2)=[N+](C)C)C.[B-](F)(F)(F)F>CN(C=O)C>[OH:33][CH2:30][C:31]([NH:1][CH2:2][CH:3]([OH:29])[CH2:4][O:5][C:6]1[C:11]([CH3:12])=[CH:10][C:9]([C:13]2[O:14][C:15]([C:18]3[S:19][CH:20]=[C:21]([CH2:24][CH:25]([CH3:27])[CH3:26])[C:22]=3[CH3:23])=[N:16][N:17]=2)=[CH:8][C:7]=1[CH3:28])=[O:32] |f:3.4|. The yield is 1.7%. Run in CN(C)C=O (DMF). Conditions: time 15 hour.